Task: describe an organic reaction: reactants, conditions, products, and yield. Dataset: the Open Reaction Database (ORD), a public repository of structured organic reaction records Reactants: C(C)OC(COC=1C=C2C=NN(C2=CC1)C1CCN(CC1)C(=O)OC(C)(C)C)=O (tert-butyl 4-(5-(2-ethoxy-2-oxoethoxy)-1H-indazol-1-yl)piperidine-1-carboxylate), NCC(CN1CC2=CC=CC=C2CC1)O (1-amino-3-(3,4-dihydroisoquinolin-2(1H)-yl)propan-2-ol). Run in CCO (EtOH). Conditions: temperature 120 celsius, time 2 hour. The product is C1N(CCC2=CC=CC=C12)CC(CNC(COC=1C=C2C=NN(C2=CC1)C1CCN(CC1)C(=O)OC(C)(C)C)=O)O (tert-butyl 4-(5-(2-((3-(3,4-dihydroisoquinolin-2(1H)-yl)-2-hydroxypropyl)amino)-2-oxoethoxy)-1H-indazol-1-yl)piperidine-1-carboxylate). The yield is 50.1%. Reaction SMILES: C(O[C:4](=[O:29])[CH2:5][O:6][C:7]1[CH:8]=[C:9]2[C:13](=[CH:14][CH:15]=1)[N:12]([CH:16]1[CH2:21][CH2:20][N:19]([C:22]([O:24][C:25]([CH3:28])([CH3:27])[CH3:26])=[O:23])[CH2:18][CH2:17]1)[N:11]=[CH:10]2)C.[NH2:30][CH2:31][CH:32]([OH:44])[CH2:33][N:34]1[CH2:43][CH2:42][C:41]2[C:36](=[CH:37][CH:38]=[CH:39][CH:40]=2)[CH2:35]1>CCO>[CH2:35]1[C:36]2[C:41](=[CH:40][CH:39]=[CH:38][CH:37]=2)[CH2:42][CH2:43][N:34]1[CH2:33][CH:32]([OH:44])[CH2:31][NH:30][C:4](=[O:29])[CH2:5][O:6][C:7]1[CH:8]=[C:9]2[C:13](=[CH:14][CH:15]=1)[N:12]([CH:16]1[CH2:17][CH2:18][N:19]([C:22]([O:24][C:25]([CH3:28])([CH3:27])[CH3:26])=[O:23])[CH2:20][CH2:21]1)[N:11]=[CH:10]2. Procedure details: To a solution of tert-butyl 4-(5-(2-ethoxy-2-oxoethoxy)-1H-indazol-1-yl)piperidine-1-carboxylate (100 mg, 0.248 mmol) in EtOH (2 mL) was added 1-amino-3-(3,4-dihydroisoquinolin-2(1H)-yl)propan-2-ol (102.2 mg, 0.496 mmol) and the mixture was stirred at 120° C. for 2 h in microwave under N2. The mixture was allowed to cool, concentrated under reduced pressure, purified by TLC (Pet.Ether:EtOAc=1:1) to give tert-butyl 4-(5-(2-((3-(3,4-dihydroisoquinolin-2(1H)-yl)-2-hydroxypropyl)amino)-2-oxoethoxy)-... Reactants: Cl (hydrochloric acid), C(C1=CC=CC=C1)OC(=O)NC1=CC=C2CC(C(NC2=C1)=O)C(=O)OCC (ethyl 7-benzyloxycarbonylamino-2-oxo-1,2,3,4-tetrahydro-3-quinolinecarboxylate), C1CCOC1 (THF), [OH-].[Na+] (sodium hydroxide). Solvent: [Cl-].[Na+] (sodium chloride), CO (methanol). Run at time 4 hour. The product is C(C1=CC=CC=C1)OC(=O)NC1=CC=C2CC(C(NC2=C1)=O)C(=O)O (7-Benzyloxycarbonylamino-2-oxo-1,2,3,4-tetrahydro-3-quinolinecarboxylic acid). Isolated yield 99.9%. As a reaction SMILES: [CH2:1]([O:8][C:9]([NH:11][C:12]1[CH:21]=[C:20]2[C:15]([CH2:16][CH:17]([C:23]([O:25]CC)=[O:24])[C:18](=[O:22])[NH:19]2)=[CH:14][CH:13]=1)=[O:10])[C:2]1[CH:7]=[CH:6][CH:5]=[CH:4][CH:3]=1.C1COCC1.[OH-].[Na+].Cl>[Cl-].[Na+].CO>[CH2:1]([O:8][C:9]([NH:11][C:12]1[CH:21]=[C:20]2[C:15]([CH2:16][CH:17]([C:23]([OH:25])=[O:24])[C:18](=[O:22])[NH:19]2)=[CH:14][CH:13]=1)=[O:10])[C:2]1[CH:3]=[CH:4][CH:5]=[CH:6][CH:7]=1 |f:2.3,5.6|. Reported procedure: To a solution of ethyl 7-benzyloxycarbonylamino-2-oxo-1,2,3,4-tetrahydro-3-quinolinecarboxylate (7.8 g) in a mixed solvent of THF (80 ml) and methanol (80 ml) was added 1N aqueous sodium hydroxide (32 ml) under 10° C. The reaction mixture was stirred at room temperature for 4 hours, to which was added 1N hydrochloric acid (35 ml) under 1° C. The reaction mixture was diluted with a saturated aqueous sodium chloride solution and extracted with ethyl acetate. The organic layer was washed with a sat... Reactants: ClC1=NC(=NC(=C1OC(F)F)F)F (4-chlorodifluoromethoxy-2,6-difluoropyrimidine), CN (methylamine). Run in O1CCCC1 (tetrahydrofuran). Reaction conditions: time 1 hour. The product is ClC1=NC(=NC(=C1OC(F)F)F)NC (4-Chlorodifluoromethoxy-6-fluoro-2-methylaminopyrimidine). As a reaction SMILES: [Cl:1][C:2]1[C:7]([O:8][CH:9]([F:11])[F:10])=[C:6]([F:12])[N:5]=[C:4](F)[N:3]=1.[CH3:14][NH2:15]>O1CCCC1>[Cl:1][C:2]1[C:7]([O:8][CH:9]([F:11])[F:10])=[C:6]([F:12])[N:5]=[C:4]([NH:15][CH3:14])[N:3]=1. Procedure details: 20.3 g (0.0938 mol) of 4-chlorodifluoromethoxy-2,6-difluoropyrimidine in 150 ml of tetrahydrofuran were initially taken, and 5.8 g (0.188 mol) of gaseous methylamine were added at from -70° to -60° C. in the course of 30 minutes while stirring. Stirring was continued for 1 hour in each case at -70° C., 0° C. and 25° C. The reaction mixture was evaporated down under reduced pressure, after which the residue was stirred with water, the solution was extracted twice with ethyl acetate and the extrac... The reactants are C(#N)C/C(/C(=O)OCC)=C\C1=C(C=C(C=C1)C1=CC=C(C=C1)C(=O)N1CCCC1)[N+](=O)[O-] ((E)-ethyl 2-(cyanomethyl)-3-(3-nitro-4′-(pyrrolidine-1-carbonyl)biphenyl-4-yl)acrylate), C(=O)([O-])[O-].[Na+].[Na+] (Na2CO3). The reagents and catalysts are [Fe] (iron). Run in CC(=O)O (AcOH), C(Cl)Cl (CH2Cl2), C(Cl)Cl (CH2Cl2), CCOC(=O)C (EtOAc). Run at temperature 85 celsius, time 16 hour. Product: N/C=1/C\C(=C/C2=C(\N1)C=C(C=C2)C2=CC=C(C=C2)C(=O)N2CCCC2)\C(=O)OCC ((1E,4E)-ethyl 2-amino-8-(4-(pyrrolidine-1-carbonyl)phenyl)-3H-benzo[b]azepine-4-carboxylate). Reaction SMILES: [C:1]([CH2:3]/[C:4](=[CH:10]\[C:11]1[CH:16]=[CH:15][C:14]([C:17]2[CH:22]=[CH:21][C:20]([C:23]([N:25]3[CH2:29][CH2:28][CH2:27][CH2:26]3)=[O:24])=[CH:19][CH:18]=2)=[CH:13][C:12]=1[N+:30]([O-])=O)/[C:5]([O:7][CH2:8][CH3:9])=[O:6])#[N:2].C([O-])([O-])=O.[Na+].[Na+]>CC(O)=O.C(Cl)Cl.CCOC(C)=O.[Fe]>[NH2:2][C:1]1[CH2:3][C:4]([C:5]([O:7][CH2:8][CH3:9])=[O:6])=[CH:10][C:11]2[CH:16]=[CH:15][C:14]([C:17]3[CH:22]=[CH:21][C:20]([C:23]([N:25]4[CH2:29][CH2:28][CH2:27][CH2:26]4)=[O:24])=[CH:19][CH:18]=3)=[CH:13][C:12]=2[N:30]=1 |f:1.2.3|. Reported procedure: To a solution of the crude (E)-ethyl 2-(cyanomethyl)-3-(3-nitro-4′-(pyrrolidine-1-carbonyl)biphenyl-4-yl)acrylate in AcOH (650 mL) was added iron (29.1 g, 521 mmol) at room temperature. The resulting mixture was heated at 85° C. for 4 h. The reaction mixture was cooled to room temperature and diluted with CH2Cl2 (250 mL). The solids were filtered off and washed with CH2Cl2 (200 mL). The filtrate was concentrated under reduced pressure to give the crude material that was diluted with CH2Cl2 (250 ... Reactants: C(C)(=O)[O-].[NH4+] (ammonium acetate), C(C)(=O)O (acetic acid), C(#N)CC(C(CC)CC)=O (1-Cyano-3-ethyl-2-oxo-pentane). Solvent: C1(=CC=CC=C1)C (toluene). Reaction conditions: time 2 hour. Product: NC(=C(C)C#N)C(CC)CC (3-Amino-2-cyano-4-ethyl-2-hexene). Reaction SMILES: [C:1]([CH2:3][C:4](=O)[CH:5]([CH2:8][CH3:9])[CH2:6][CH3:7])#[N:2].[C:11]([O-])(=O)C.[NH4+:15].C(O)(=O)C>C1(C)C=CC=CC=1>[NH2:15][C:4]([CH:5]([CH2:8][CH3:9])[CH2:6][CH3:7])=[C:3]([C:1]#[N:2])[CH3:11] |f:1.2|. Reported procedure: 13.1 g (94 mmol) of 1-Cyano-3-ethyl-2-oxo-pentane were dissolved in toluene and 15 g (194 mmol) ammonium acetate and 1 ml dry acetic acid were added. The mixture was reflured 2 h and then cooled to room temperature. The mixture was washed, dried and concentrated. Perification by customary methods gove 13. 1 g (100% of theory) of the title compound as a oil. Product: [Na+].N1(CCOCC1)C1=CC(C=C(O1)C=1C=C(C(=O)[O-])C=CC1)=O (3-(6-Morpholin-4-yl-4-oxo-4H-pyran-2-yl)-benzoic acid sodium salt). Isolated yield 77.3%. Run in CO (methanol). Procedure details: 3-(6-Morpholin-4-yl-4-oxo-4H-pyran-2-yl)-benzoic acid methyl ester (5.42 g, 17.20 mmol) was dissolved in methanol (25 ml) and sodium hydroxide (0.75 g, 18.90 mmol) was added. The stirred solution was then refluxed under nitrogen for three hours. The methanol was removed in vacuo and the residue was triturated in ether to give the title compound as a brown solid (4.30 g, 83.33%). m/z (LC-MS, ESP): 301 (M++1). As a reaction SMILES: C[O:2][C:3](=[O:23])[C:4]1[CH:9]=[CH:8][CH:7]=[C:6]([C:10]2[O:11][C:12]([N:17]3[CH2:22][CH2:21][O:20][CH2:19][CH2:18]3)=[CH:13][C:14](=[O:16])[CH:15]=2)[CH:5]=1.[OH-].[Na+:25]>CO>[Na+:25].[N:17]1([C:12]2[O:11][C:10]([C:6]3[CH:5]=[C:4]([CH:9]=[CH:8][CH:7]=3)[C:3]([O-:23])=[O:2])=[CH:15][C:14](=[O:16])[CH:13]=2)[CH2:22][CH2:21][O:20][CH2:19][CH2:18]1 |f:1.2,4.5|. The reactants are COC(C1=CC(=CC=C1)C=1OC(=CC(C1)=O)N1CCOCC1)=O (3-(6-Morpholin-4-yl-4-oxo-4H-pyran-2-yl)-benzoic acid methyl ester), [OH-].[Na+] (sodium hydroxide).